Dataset: the Open Reaction Database (ORD), a public repository of structured organic reaction records. Task: describe an organic reaction: reactants, conditions, products, and yield Reactants: Cl (HCl), O1[C@@H](CCC2=CC=CC=C12)C(=O)O ((S)-chroman-2-carboxylic acid). The product is O1[C@@H](CCC2=CC=CC=C12)C(=O)OCC(C)C (Isobutyl (S)-chroman-2-carboxylate). Reaction SMILES: Cl.[O:2]1[C:11]2[C:6](=[CH:7][CH:8]=[CH:9][CH:10]=2)[CH2:5][CH2:4][C@H:3]1[C:12]([OH:14])=[O:13]>>[O:2]1[C:11]2[C:6](=[CH:7][CH:8]=[CH:9][CH:10]=2)[CH2:5][CH2:4][C@H:3]1[C:12]([O:14][CH2:5][CH:6]([CH3:11])[CH3:7])=[O:13]. Procedure: The aqueous phase of the hydrolysis reaction was acidified to pH of 2.0 with conc. HCl forming a white precipitate of (S)-chroman-2-carboxylic acid. The S-acid was extracted into toluene, and the phases were separated. The organic layer was placed in a vessel suitable for acid catalyzed esterification. Sulfuric acid was added to the vessel, and the mixture was heated to reflux. Water was removed by azeotropic distillation. The conversion of the acid to the ester was followed by GC analysis. Isob... Starting materials: C(C)I (ethyl iodide), CCCCCC (hexane), C(CCC)[Li] (n-butyl lithium), BrC1=C2C=CC=C(C2=CC=C1)OCOC (5-bromo-1-methoxymethoxy naphthalene). Run in O1CCCC1 (tetrahydrofuran), O (water). Conditions: temperature -60 celsius, time 1 hour. The product is C(C)C1=C2C=CC=C(C2=CC=C1)OCOC (5-ethyl-1-methoxymethoxy naphthalene). Reaction SMILES: Br[C:2]1[CH:11]=[CH:10][CH:9]=[C:8]2[C:3]=1[CH:4]=[CH:5][CH:6]=[C:7]2[O:12][CH2:13][O:14][CH3:15].[CH3:16][CH2:17]CCCC.C([Li])CCC.C(I)C>O1CCCC1.O>[CH2:16]([C:2]1[CH:11]=[CH:10][CH:9]=[C:8]2[C:3]=1[CH:4]=[CH:5][CH:6]=[C:7]2[O:12][CH2:13][O:14][CH3:15])[CH3:17]. Procedure details: 6.9 g of 5-bromo-1-methoxymethoxy naphthalene was dissolved in 100 ml of anhydrous tetrahydrofuran and cooled to -60° C. 21.3 ml of a hexane solution containing 1.6M of n-butyl lithium was gradually added to the solution. After stirring at -40° C.--60° C. for one hour, the reaction solution was cooled to -65° C. and 4.2 ml of ethyl iodide was slowly dropped. After the dropping, the temperature was warmed up to the room temperature, water was added and the solution was extracted with ethyl acetat... The reactants are FC(CN1CCC(CC1)C1CC=2C(=CN=C(C2)C=2CCN(CC2)S(=O)(=O)C)O1)(C)C (2-[1-(2-fluoro-2-methyl-propyl)-piperidin-4-yl]-5-(1-methanesulfonyl-1,2,3,6-tetrahydro-pyridin-4-yl)-2,3-dihydro-furo[2,3-c]pyridine). The reagents and catalysts are [Pd] (palladium on carbon). The solvent is CO (methanol). Yields the product FC(CN1CCC(CC1)C1CC=2C(=CN=C(C2)C2CCN(CC2)S(=O)(=O)C)O1)(C)C (2-[1-(2-Fluoro-2-methyl-propyl)-piperidin-4-yl]-5-(1-methanesulfonyl-piperidin-4-yl)-2,3-dihydro-furo[2,3-c]pyridine). As a reaction SMILES: [F:1][C:2]([CH3:30])([CH3:29])[CH2:3][N:4]1[CH2:9][CH2:8][CH:7]([CH:10]2[O:28][C:13]3=[CH:14][N:15]=[C:16]([C:18]4[CH2:19][CH2:20][N:21]([S:24]([CH3:27])(=[O:26])=[O:25])[CH2:22][CH:23]=4)[CH:17]=[C:12]3[CH2:11]2)[CH2:6][CH2:5]1>[Pd].CO>[F:1][C:2]([CH3:30])([CH3:29])[CH2:3][N:4]1[CH2:9][CH2:8][CH:7]([CH:10]2[O:28][C:13]3=[CH:14][N:15]=[C:16]([CH:18]4[CH2:23][CH2:22][N:21]([S:24]([CH3:27])(=[O:26])=[O:25])[CH2:20][CH2:19]4)[CH:17]=[C:12]3[CH2:11]2)[CH2:6][CH2:5]1. Reported procedure: A mixture of 2-[1-(2-fluoro-2-methyl-propyl)-piperidin-4-yl]-5-(1-methanesulfonyl-1,2,3,6-tetrahydro-pyridin-4-yl)-2,3-dihydro-furo[2,3-c]pyridine (50 mg) and 10% palladium on carbon (15 mg) in methanol (5 mL) is shaken under hydrogen atmosphere (3.5 bar) at room temperature. The catalyst is filtered off and the filtrate is concentrated in vacuo. The residue is triturated with diethyl ether, filtered off, and dried to give the title compound. LC (method 3): tR=0.58 min; Mass spectrum (ESI+): m/z... Reactants: FC=1C=C(C(C=O)=CC1F)C=O (4,5-Difluorophthalaldehyde), FC=1C=C(C(C=O)=CC1F)C=O (4,5-Difluorophthalaldehyde), C1(CCC(CC1)=O)=O (1,4-cyclohexanedione), [OH-].[Na+] (NaOH). Solvent: C(C)O (ethanol). Reaction conditions: time 30 minute. Product: FC1=CC2=CC=3C(C4=CC5=CC(=C(C=C5C=C4C(C3C=C2C=C1F)=O)F)F)=O (2,3,9,10-tetrafluoro-6,13-pentacenequinone). Yield: 65.7%. Reaction SMILES: [F:1][C:2]1[CH:3]=[C:4]([CH:11]=O)[C:5](=[CH:8][C:9]=1[F:10])[CH:6]=O.[C:13]1(=[O:20])[CH2:18][CH2:17][C:16](=[O:19])[CH2:15][CH2:14]1.[OH-].[Na+]>C(O)C>[F:1][C:2]1[C:9]([F:10])=[CH:8][C:5]2[C:4](=[CH:11][C:18]3[C:13](=[O:20])[C:14]4[C:15]([C:16](=[O:19])[C:17]=3[CH:6]=2)=[CH:11][C:4]2[C:5](=[CH:8][C:9]([F:10])=[C:2]([F:1])[CH:3]=2)[CH:6]=4)[CH:3]=1 |f:2.3|. Procedure: To a solution of 4,5-difluorophthalaldehyde (Compound 22)(0.48 g, 2.8 mmol, 2 molar equivalents) and 1,4-cyclohexanedione (0.16 g, 1.4 mmol, 1 molar equivalent) in ethanol (40 ml) was added a solution of 5% aqueous NaOH (0.6 ml) at room temperature. The reaction mixture was stirred for 30 minutes at room temperature and then warmed to 60° C. After 1 hour at 60° C., the reaction mixture was cooled to room temperature. The resulting precipitate was filtered, washed with water (15 ml), ethanol (30 ...